From a dataset of the Open Reaction Database (ORD), a public repository of structured organic reaction records. describe an organic reaction: reactants, conditions, products, and yield Reactants: ClCC1=CC=C(C(C=O)=C1)O (5-Chloromethylsalicylaldehyde), ice water, C(O)([O-])=O.[Na+] (sodium hydrogen carbonate), C(C(=C)C)(=O)O (methacrylic acid). The solvent is CC(=O)C (acetone). The product is C(C(=C)C)(=O)OCC1=CC=C(C(C=O)=C1)O (5-(Methacryloyloxymethyl) salicylaldehyde). Reaction SMILES: Cl[CH2:2][C:3]1[CH:10]=[C:7]([CH:8]=[O:9])[C:6]([OH:11])=[CH:5][CH:4]=1.C(=O)([O-])O.[Na+].[C:17]([OH:22])(=[O:21])[C:18]([CH3:20])=[CH2:19]>CC(C)=O>[C:17]([O:22][CH2:2][C:3]1[CH:10]=[C:7]([CH:8]=[O:9])[C:6]([OH:11])=[CH:5][CH:4]=1)(=[O:21])[C:18]([CH3:20])=[CH2:19] |f:1.2|. Procedure: 5-Chloromethylsalicylaldehyde (34 g) (prepared by the method of Angyal et al., J. Chem. Soc. 2141, (1950)) was added to a stirred mixture of acetone (250 ml), sodium hydrogen carbonate (33.6 g), and methacrylic acid (34.4 g) and the mixture was stirred under reflux for 21/2 hours. Addition of the mixture to ice water gave a grey precipitate which was collected, washed with water, dried, and crystallized from light petroleum (b.p. 60°-80° C.). Yield 32.1 g, m.p. 82-4.